This data is from the Open Reaction Database (ORD), a public repository of structured organic reaction records. The task is: describe an organic reaction: reactants, conditions, products, and yield Reaction SMILES: [CH3:1][C:2]1[S:3][C:4]2[CH:10]=[CH:9][C:8]([OH:11])=[CH:7][C:5]=2[N:6]=1.[O:12]1[C:16]2[CH:17]=[CH:18]C=CC=2N=C1>>[CH3:1][C:2]1[S:3][C:4]2[CH:10]=[CH:9][C:8]([O:11][CH2:18][CH:17]3[CH2:16][O:12]3)=[CH:7][C:5]=2[N:6]=1. The reactants are compound 6, CC=1SC2=C(N1)C=C(C=C2)O (2-methyl- benzothiazol-5-ol), O1C=NC2=C1C=CC=C2 (benzoxazole). Procedure details: Compound 33 was prepared in the manner of compound 6 substituting 2-methyl- benzothiazol-5-ol for compound 8 in partC-5 of Example 1. Yields the product CC=1SC2=C(N1)C=C(C=C2)OCC2OC2 (2-methyl-5-(oxiran-2-ylmethoxy)benzothiazole).